From a dataset of the Open Reaction Database (ORD), a public repository of structured organic reaction records. describe an organic reaction: reactants, conditions, products, and yield Reactants: O=C1CCC(=NN1)C1=CC=C(C=C1)NC(NC(C1=CC=CC=C1)=O)=S (N-[[[4-(1,4,5,6-tetrahydro-6-oxo-3-pyridazinyl)phenyl]amino]thioxomethyl]benzamide), [OH-].[Na+] (sodium hydroxide). The solvent is C(C)O (ethanol), O (water). The product is O=C1CCC(=NN1)C1=CC=C(C=C1)NC(=S)N (N-[4-(1,4,5,6-Tetrahydro-6-oxo-3-pyridazinyl)phenyl]thiourea). The yield is 81.1%. Reaction SMILES: [O:1]=[C:2]1[NH:7][N:6]=[C:5]([C:8]2[CH:13]=[CH:12][C:11]([NH:14][C:15](=[S:25])[NH:16]C(=O)C3C=CC=CC=3)=[CH:10][CH:9]=2)[CH2:4][CH2:3]1.[OH-].[Na+]>C(O)C.O>[O:1]=[C:2]1[NH:7][N:6]=[C:5]([C:8]2[CH:9]=[CH:10][C:11]([NH:14][C:15]([NH2:16])=[S:25])=[CH:12][CH:13]=2)[CH2:4][CH2:3]1 |f:1.2|. Reported procedure: To a suspension of 0.7 g of N-[[[4-(1,4,5,6-tetrahydro-6-oxo-3-pyridazinyl)phenyl]amino]thioxomethyl]benzamide in 7 ml of ethanol is added 1.6 ml of 10% ethanolic sodium hydroxide followed by heating for two hours. The reaction mixture is cooled, diluted with water, and filtered to give 0.4 g of the product, N-[4-(1,4,5,6-tetrahydro-6-oxo-3-pyridazinyl)phenyl]thiourea mp 234°-235° C.